This data is from the Open Reaction Database (ORD), a public repository of structured organic reaction records. The task is: describe an organic reaction: reactants, conditions, products, and yield Reaction SMILES: [CH3:16][Al:17]([CH3:18])[CH3:19].[CH3:21][CH2:22][O:23][C:24]([CH3:25])=[O:26].[Cl:1][c:2]1[nH:3][c:4](-[c:11]2[o:12][cH:13][cH:14][cH:15]2)[c:5]2[n:6][cH:7][n:8][c:9]-2[n:10]1.[Cl:27][CH2:28][CH2:29][Cl:30].[OH2:20].[cH:31]1[cH:32][cH:33][c:34]([P:35]([Pd:36]([P:37]([c:38]2[cH:39][cH:40][cH:41][cH:42][cH:43]2)([c:44]2[cH:45][cH:46][cH:47][cH:48][cH:49]2)[c:50]2[cH:51][cH:52][cH:53][cH:54][cH:55]2)([P:56]([c:57]2[cH:58][cH:59][cH:60][cH:61][cH:62]2)([c:63]2[cH:64][cH:65][cH:66][cH:67][cH:68]2)[c:69]2[cH:70][cH:71][cH:72][cH:73][cH:74]2)[P:75]([c:76]2[cH:77][cH:78][cH:79][cH:80][cH:81]2)([c:82]2[cH:83][cH:84][cH:85][cH:86][cH:87]2)[c:88]2[cH:89][cH:90][cH:91][cH:92][cH:93]2)([c:94]2[cH:95][cH:96][cH:97][cH:98][cH:99]2)[c:100]2[cH:101][cH:102][cH:103][cH:104][cH:105]2)[cH:106][cH:107]1>>[c:2]1([CH3:16])[nH:3][c:4](-[c:11]2[o:12][cH:13][cH:14][cH:15]2)[c:5]2[n:6][cH:7][n:8][c:9]-2[n:10]1. Yields the product Cc1nc2ncnc-2c(-c2ccco2)[nH]1. The reactants are C[Al](C)C, CCOC(C)=O, Clc1nc2ncnc-2c(-c2ccco2)[nH]1, ClCCCl, O, c1ccc(P(c2ccccc2)(c2ccccc2)[Pd](P(c2ccccc2)(c2ccccc2)c2ccccc2)(P(c2ccccc2)(c2ccccc2)c2ccccc2)P(c2ccccc2)(c2ccccc2)c2ccccc2)cc1.